Dataset: the Open Reaction Database (ORD), a public repository of structured organic reaction records. Task: describe an organic reaction: reactants, conditions, products, and yield Starting materials: C(C1=CC=CC=C1)C=1C=C2C(=NC1)N(C(C2(Br)Br)=O)C (5-benzyl-3,3-dibromo-1-methyl-1,3-dihydro-2H-pyrrolo[2,3-b]pyridin-2-one), C(C)(=O)O (acetic acid). Reagents/catalysts: [Zn] (zinc). Run at time 30 minute. The product is C(C1=CC=CC=C1)(=O)C=1C=C2C(=NC1)N(C(C2)=O)C (5-benzoyl-1-methyl-1,3-dihydro-2H-pyrrolo[2,3-b]pyridin-2-one). Yield: 60.0%. RXN SMILES: [CH2:1]([C:8]1[CH:9]=[C:10]2[C:16](Br)(Br)[C:15](=[O:19])[N:14]([CH3:20])[C:11]2=[N:12][CH:13]=1)[C:2]1[CH:7]=[CH:6][CH:5]=[CH:4][CH:3]=1.C(O)(=[O:23])C>[Zn]>[C:1]([C:8]1[CH:9]=[C:10]2[CH2:16][C:15](=[O:19])[N:14]([CH3:20])[C:11]2=[N:12][CH:13]=1)(=[O:23])[C:2]1[CH:7]=[CH:6][CH:5]=[CH:4][CH:3]=1. Procedure: Add a spatula tip of zinc to a solution of 40 mg of the compound of Step 2 in acetic acid. After 30 minutes' stirring, concentrate to dryness under reduced pressure, take up in water and extract with dichloromethane. The crude product obtained by concentrating to dryness is purified by chromatography on a silica column (eluant: petroleum ether/ethyl acetate, 6/4). The title product is obtained in the form of an oil in a yield of 60%. ##STR63## Starting materials: N1=C(C=NC=C1)C1=NNC(C1)C1=C(C=CC=C1)O (2-(3-pyrazin-2-yl-4,5-dihydro-1H-pyrazol-5-yl)phenol), C(C)(C)(C)OC(=O)NCC1=C(C=CC=C1)C1=CC=C(S1)C(=O)O (5-(2-([(tert-butoxycarbonyl)amino]methyl)phenyl)thiophene-2-carboxylic acid), CCN=C=NCCCN(C)C (EDCI). Run in C(Cl)Cl (DCM). Run at time 6 hour. The product is OC1=C(C=CC=C1)C1CC(=NN1C(=O)C1=CC=C(S1)C1=C(CNC(OC(C)(C)C)=O)C=CC=C1)C1=NC=CN=C1 (tert-butyl [2-(5-{[5-(2-hydroxyphenyl)-3-pyrazin-2-yl-4,5-dihydro-1H-pyrazol-1-yl]carbonyl}-2-thienyl)benzyl]carbamate). The yield is 22.4%. RXN SMILES: [N:1]1[CH:6]=[CH:5][N:4]=[CH:3][C:2]=1[C:7]1[CH2:11][CH:10]([C:12]2[CH:17]=[CH:16][CH:15]=[CH:14][C:13]=2[OH:18])[NH:9][N:8]=1.[C:19]([O:23][C:24]([NH:26][CH2:27][C:28]1[CH:33]=[CH:32][CH:31]=[CH:30][C:29]=1[C:34]1[S:38][C:37]([C:39](O)=[O:40])=[CH:36][CH:35]=1)=[O:25])([CH3:22])([CH3:21])[CH3:20].CCN=C=NCCCN(C)C>C(Cl)Cl>[OH:18][C:13]1[CH:14]=[CH:15][CH:16]=[CH:17][C:12]=1[CH:10]1[N:9]([C:39]([C:37]2[S:38][C:34]([C:29]3[CH:30]=[CH:31][CH:32]=[CH:33][C:28]=3[CH2:27][NH:26][C:24](=[O:25])[O:23][C:19]([CH3:22])([CH3:21])[CH3:20])=[CH:35][CH:36]=2)=[O:40])[N:8]=[C:7]([C:2]2[CH:3]=[N:4][CH:5]=[CH:6][N:1]=2)[CH2:11]1. Reported procedure: A solution of 2-(3-pyrazin-2-yl-4,5-dihydro-1H-pyrazol-5-yl)phenol (0.10 g, 4.2 mmol), 5-(2-([(tert-butoxycarbonyl)amino]methyl)phenyl)thiophene-2-carboxylic acid (0.134 g, 4.02 mmol), and EDCI (0.116 g, 6.06 mmol) in DCM (4 mL) was allowed to stir at rt for 6 h. The reaction was quenched by the addition of water and the organic and aqueous solutions were separated. The aqueous solution was extracted with EtOAc. The organic solutions were combined, dried over Na2SO4, filtered and concentrated. T...